The task is: describe an organic reaction: reactants, conditions, products, and yield. This data is from the Open Reaction Database (ORD), a public repository of structured organic reaction records. Reaction SMILES: FC(F)(F)[C:3](O)=[O:4].[NH2:8][C@@H:9]([CH2:28][C:29](=[O:42])[N:30]1[CH2:35][CH2:34][N:33]([C:36]2[CH:41]=[CH:40][N:39]=[CH:38][CH:37]=2)[CH2:32][CH2:31]1)[C:10]([N:12]1[CH2:17][CH2:16][N:15]([CH2:18][C:19]([OH:21])=[O:20])[C:14](=[O:22])[C@@:13]1([CH:25]=[C:26]=[O:27])OC)=[O:11].C(=O)([O-])O.[Na+].[Cl:48][C:49]([O:51][CH3:52])=[O:50].Cl>O1CCOCC1.O>[ClH:48].[CH3:52][O:51][C:49]([NH:8][C@@H:9]([CH2:28][C:29](=[O:42])[N:30]1[CH2:31][CH2:32][N:33]([C:36]2[CH:37]=[CH:38][N:39]=[CH:40][CH:41]=2)[CH2:34][CH2:35]1)[C:10]([N:12]1[CH2:17][CH2:16][N:15]([CH2:18][C:19]([OH:21])=[O:20])[C:14](=[O:22])[C@H:13]1[CH2:25][C:26]([O:4][CH3:3])=[O:27])=[O:11])=[O:50] |f:0.1,2.3,8.9|. The reactants are FC(C(=O)O)(F)F.N[C@H](C(=O)N1[C@@](C(N(CC1)CC(=O)O)=O)(OC)C=C=O)CC(N1CCN(CC1)C1=CC=NC=C1)=O ((R,S)-[4-[2-amino-4-oxo-4-[4-(pyridin-4-yl)piperazin-1-yl]butyryl]-3-methoxy-carbonylmethyl-2-oxopiperazin-1-yl]acetic acid trifluoroacetic acid salt), Cl (hydrochloric acid), C(O)([O-])=O.[Na+] (sodium hydrogen carbonate), ClC(=O)OC (methyl chloroformate). Solvent: O1CCOCC1 (1,4-dioxane), O (water). Procedure: To a mixture of (R,S)-[4-[2-amino-4-oxo-4-[4-(pyridin-4-yl)piperazin-1-yl]butyryl]-3-methoxy-carbonylmethyl-2-oxopiperazin-1-yl]acetic acid trifluoroacetic acid salt (0.30 g) produced in Working Example 21, an aqueous solution of sodium hydrogen carbonate (0.18 g), water (3 ml) and 1,4-dioxane (3 ml) was added methyl chloroformate (0.051 ml) and the solution was stirred for 1 hour at room temperature. To the reaction solution was added 1N hydrochloric acid and the solution was adjusted to pH 3, ... Yields the product Cl.COC(=O)N[C@H](C(=O)N1[C@@H](C(N(CC1)CC(=O)O)=O)CC(=O)OC)CC(N1CCN(CC1)C1=CC=NC=C1)=O ((R,S)-[4-[2-Methoxycarbonylamino-4-oxo-4-(4-pyridin-4-ylpiperazin-1-yl)butyryl]-3-methoxycarbonylmethyl-2-oxopiperazin-1-yl]acetic Acid Hydrochloride). Reaction conditions: time 1 hour. Starting materials: COC(OC)c1ccc(F)c(Br)c1, [Li]CCCC, CCCCCC, O=CN1CCOCC1, [Cl-], [NH4+], C1CCOC1, O. The product is COC(OC)c1ccc(F)c(C=O)c1. RXN SMILES: [Br:1][c:2]1[c:3]([F:13])[cH:4][cH:5][c:6]([CH:8]([O:9][CH3:10])[O:11][CH3:12])[cH:7]1.[CH2:14]([Li:15])[CH2:16][CH2:17][CH3:18].[CH3:34][CH2:35][CH2:36][CH2:37][CH2:38][CH3:39].[CH:19](=[O:20])[N:21]1[CH2:22][CH2:23][O:24][CH2:25][CH2:26]1.[Cl-:27].[NH4+:28].[O:29]1[CH2:30][CH2:31][CH2:32][CH2:33]1.[OH2:40]>>[c:2]1([CH:19]=[O:20])[c:3]([F:13])[cH:4][cH:5][c:6]([CH:8]([O:9][CH3:10])[O:11][CH3:12])[cH:7]1. Starting materials: ClC=1C=CC(=C(C1)O)I (5-chloro-2-iodophenol), C(=O)([O-])[O-].[K+].[K+] (K2CO3), BrCC(=C)C (3-bromo-2-methyl-propene). Solvent: CCOC(=O)C (EtOAc), O (water), CC(=O)C (acetone). The product is ClC1=CC(=C(C=C1)I)OCC(=C)C (4-chloro-1-iodo-2-((2-methylallyl)oxy)benzene). Reaction SMILES: [Cl:1][C:2]1[CH:3]=[CH:4][C:5]([I:9])=[C:6]([OH:8])[CH:7]=1.C([O-])([O-])=O.[K+].[K+].Br[CH2:17][C:18]([CH3:20])=[CH2:19]>CC(C)=O.CCOC(C)=O.O>[Cl:1][C:2]1[CH:3]=[CH:4][C:5]([I:9])=[C:6]([O:8][CH2:19][C:18]([CH3:20])=[CH2:17])[CH:7]=1 |f:1.2.3|. Reported procedure: To a mixture of 5-chloro-2-iodophenol (1.21 g, 4.76 mmol) and K2CO3 (723 mg, 5.23 mmol) in acetone (20 mL) was added 3-bromo-2-methyl-propene (0.53 ml, 5.23 mmol), and the reaction was heated to reflux for 16 hours. The reaction was cooled, diluted with EtOAc and water, and the layers were separated. The aqueous layer was extracted with EtOAc (2×) and the combined organics were dried over MgSO4, filtered and concentrated to afford 4-chloro-1-iodo-2-((2-methylallyl)oxy)benzene which was used dire... Reactants: C1(=CC=CC=C1)C (toluene), CC(=O)C (acetone), Cl (hydrogen chloride), C([C@@H]([C@H]([C@@H](C(=O)C(=O)O)O)O)O)O (2-keto-L-gulonic acid), C([C@@H]([C@H]([C@@H](C(=O)C(=O)O)O)O)O)O (2-keto-L-gulonic acid). The reagents and catalysts are [Cl-].C[N+](CCCCCCCCCCCCCCCC)(C)C (trimethylcetylammonium chloride). The solvent is O (water), O (water), O (water). Run at temperature 60 celsius, time 6 hour. The product is O=C1C(O)=C(O)[C@H](O1)[C@@H](O)CO (L-ascorbic acid). The yield is 86.2%. As a reaction SMILES: C1(C)C=CC=CC=1.CC(C)=O.Cl.[CH2:13]([OH:25])[C@H:14]([OH:24])[C@@H:15](O)[C@H:16]([OH:22])[C:17]([C:19]([OH:21])=[O:20])=[O:18]>[Cl-].C[N+](C)(C)CCCCCCCCCCCCCCCC.O>[O:20]=[C:19]1[O:21][C@H:15]([C@H:14]([CH2:13][OH:25])[OH:24])[C:16]([OH:22])=[C:17]1[OH:18] |f:4.5|. Reported procedure: To a mixture solvent of toluene (570 ml) and acetone solution containing 23.5 weight % of hydrogen chloride (65 ml as acetone) was added 2-keto-L-gulonic acid (content 91.2%, water content 8.4%)(100 g). To this solution were further added water (7.7 ml) and trimethylcetylammonium chloride (110 mg)(water content was 1.90 times as much in molar ratio relative to 2-keto-L-gulonic acid). The reaction mixture was stirred for six hours while heating at 60° C., which was then cooled to 20° C. The resul... Reactants: C(C)(C)(C)OC(NC1(CCC1)C1=CC=C(C=C1)C1=C(OC2=C(C=CC=C2C1=O)C#C)C1=CC=CC=C1)=O ({1-[4-(8-Ethynyl-4-oxo-2-phenyl-4H-chromen-3-yl)-phenyl]-cyclobutyl}-carbamic acid tert-butyl ester), N(=[N+]=[N-])[Si](C)(C)C (azido trimethylsilane), resultant mixture. The reagents and catalysts are [Cu]I (copper(I) iodide). Solvent: CO (MeOH), CN(C)C=O (DMF), CCOC(=O)C (EtOAc). Reaction conditions: temperature 100 celsius, time 3.75 hour. Product: C(C)(C)(C)OC(NC1(CCC1)C1=CC=C(C=C1)C1=C(OC2=C(C=CC=C2C1=O)C=1N=NNC1)C1=CC=CC=C1)=O ((1-{4-[4-oxo-2-phenyl-8-(1H-[1,2,3]triazol-4-yl)-4H-chromen-3-yl]-phenyl}-cyclobutyl)-carbamic acid tert-butyl ester). Reaction SMILES: [C:1]([O:5][C:6](=[O:37])[NH:7][C:8]1([C:12]2[CH:17]=[CH:16][C:15]([C:18]3[C:27](=[O:28])[C:26]4[C:21](=[C:22]([C:29]#[CH:30])[CH:23]=[CH:24][CH:25]=4)[O:20][C:19]=3[C:31]3[CH:36]=[CH:35][CH:34]=[CH:33][CH:32]=3)=[CH:14][CH:13]=2)[CH2:11][CH2:10][CH2:9]1)([CH3:4])([CH3:3])[CH3:2].[N:38]([Si](C)(C)C)=[N+:39]=[N-:40]>CO.CN(C=O)C.CCOC(C)=O.[Cu]I>[C:1]([O:5][C:6](=[O:37])[NH:7][C:8]1([C:12]2[CH:17]=[CH:16][C:15]([C:18]3[C:27](=[O:28])[C:26]4[C:21](=[C:22]([C:29]5[N:38]=[N:39][NH:40][CH:30]=5)[CH:23]=[CH:24][CH:25]=4)[O:20][C:19]=3[C:31]3[CH:32]=[CH:33][CH:34]=[CH:35][CH:36]=3)=[CH:14][CH:13]=2)[CH2:9][CH2:10][CH2:11]1)([CH3:4])([CH3:2])[CH3:3]. Procedure details: A solution of {1-[4-(8-Ethynyl-4-oxo-2-phenyl-4H-chromen-3-yl)-phenyl]-cyclobutyl}-carbamic acid tert-butyl ester (34 mg, 0.069 mmol) in MeOH (0.2 mL) and DMF (1.8 mL) was treated with copper(I) iodide (1 mg, 0.003 mmol) and azido trimethylsilane (0.014 ml, 0.104 mmol). The reaction mixture was the stirred at 100° C. for 3.75 h. The resultant mixture was allowed to cool to RT, diluted with EtOAc, washed with brine. The aqueous extracts were further washed with EtOAc (×2). The combined organic ex... The reactants are Cc1nc2sc3ccccc3n2c(=O)c1-c1ccc(C#N)cc1, CCO, Cc1ccccc1, OB(O)c1ccc(C(F)(F)F)cc1, [Na+], [Na+], O=C([O-])[O-], O. The product is Cc1nc2sc3ccccc3n2c(=O)c1-c1ccc(C(F)(F)F)cc1. As a reaction SMILES: [CH3:1][c:2]1[n:3][c:4]2[s:5][c:6]3[c:7]([n:8]2[c:9](=[O:19])[c:10]1-[c:11]1[cH:12][cH:13][c:14]([C:15]#[N:16])[cH:17][cH:18]1)[cH:20][cH:21][cH:22][cH:23]3.[CH3:43][CH2:44][OH:45].[CH3:46][c:47]1[cH:48][cH:49][cH:50][cH:51][cH:52]1.[F:24][C:25]([c:26]1[cH:27][cH:28][c:29]([B:32]([OH:33])[OH:34])[cH:30][cH:31]1)([F:35])[F:36].[Na+:37].[Na+:38].[O-:39][C:40](=[O:41])[O-:42].[OH2:53]>>[CH3:1][c:2]1[n:3][c:4]2[s:5][c:6]3[c:7]([n:8]2[c:9](=[O:19])[c:10]1-[c:29]1[cH:28][cH:27][c:26]([C:25]([F:24])([F:35])[F:36])[cH:31][cH:30]1)[cH:20][cH:21][cH:22][cH:23]3. Starting materials: N#CCc1cc(Br)c[nH]1, ClCCl, [Cl-], O=C(Cl)c1ccc(Cl)cc1. Yields the product N#CCc1cc(Br)c(C(=O)c2ccc(Cl)cc2)[nH]1. RXN SMILES: [Br:1][c:2]1[cH:3][c:4]([CH2:7][C:8]#[N:9])[nH:5][cH:6]1.[CH2:21]([Cl:22])[Cl:23].[Cl-:20].[Cl:10][c:11]1[cH:12][cH:13][c:14]([C:15](=[O:16])[Cl:17])[cH:18][cH:19]1>>[Br:1][c:2]1[cH:3][c:4]([CH2:7][C:8]#[N:9])[nH:5][c:6]1[C:15]([c:14]1[cH:13][cH:12][c:11]([Cl:10])[cH:19][cH:18]1)=[O:16].